From a dataset of the Open Reaction Database (ORD), a public repository of structured organic reaction records. describe an organic reaction: reactants, conditions, products, and yield Starting materials: C(C)(C)(C)OC(=O)N1CCC(CC1)N1C([C@@H](CC1)OS(=O)(=O)C)=O ((R)-tert-butyl-4-(3-(methylsulfonyloxy)-2-oxopyrrolidin-1-yl)piperidine-1-carboxylate), CC1=NN=NN1C1=CC=C(C=C1)O (4-(5-methyl-1H-tetrazol-1-yl)phenol), C(=O)([O-])[O-].[K+].[K+] (K2CO3). Run in O (water), CCOC(=O)C (EtOAc), CS(=O)C (DMSO). Conditions: temperature 70 celsius. Yields the product C(C)(C)(C)OC(=O)N1CCC(CC1)N1C(C(CC1)OC1=CC=C(C=C1)N1N=NN=C1C)=O (tert-butyl-4-(3-(4-(5-methyl-1H-tetrazol-1-yl)phenoxy)-2-oxopyrrolidin-1-yl)piperidine-1-carboxylate). Yield: 49.4%. As a reaction SMILES: [C:1]([O:5][C:6]([N:8]1[CH2:13][CH2:12][CH:11]([N:14]2[CH2:18][CH2:17][C@@H:16]([O:19]S(C)(=O)=O)[C:15]2=[O:24])[CH2:10][CH2:9]1)=[O:7])([CH3:4])([CH3:3])[CH3:2].[CH3:25][C:26]1[N:30]([C:31]2[CH:36]=[CH:35][C:34](O)=[CH:33][CH:32]=2)[N:29]=[N:28][N:27]=1.C([O-])([O-])=O.[K+].[K+]>CS(C)=O.O.CCOC(C)=O>[C:1]([O:5][C:6]([N:8]1[CH2:13][CH2:12][CH:11]([N:14]2[CH2:18][CH2:17][CH:16]([O:19][C:34]3[CH:35]=[CH:36][C:31]([N:30]4[C:26]([CH3:25])=[N:27][N:28]=[N:29]4)=[CH:32][CH:33]=3)[C:15]2=[O:24])[CH2:10][CH2:9]1)=[O:7])([CH3:4])([CH3:3])[CH3:2] |f:2.3.4|. Procedure details: To a solution of (R)-tert-butyl-4-(3-(methylsulfonyloxy)-2-oxopyrrolidin-1-yl)piperidine-1-carboxylate (Preparation D; 1.03 g, 2.84 mmol) and 4-(5-methyl-1H-tetrazol-1-yl)phenol (500 mg, 2.84 mmol) in DMSO (10 mL) was added K2CO3 (1.18 g, 8.51 mmol). The reaction was heated to 70° C. for 12 hours and then diluted with water (10 mL) and EtOAc (10 mL). The organic layer was separated and the aqueous layer extracted with EtOAc (2×15 mL). The combined organic layers were dried with MgSO4 and concent...